This data is from the Open Reaction Database (ORD), a public repository of structured organic reaction records. The task is: describe an organic reaction: reactants, conditions, products, and yield Reactants: CC=1OC(=C(C(C1C(=O)NC1=CC=CC=C1)=O)C)C (2,5,6-trimethyl -4-oxo-N-phenyl-4H-pyran-3-carboxamide), C1=CC=C(C=C1)CCN (β-phenethylamine), C1(=CC=CC=C1)C (toluene), solution, [OH-].[Na+] (sodium hydroxide). Solvent: CO (methanol), CCOCC (ether), O (water). Run at time 8 hour. Product: CC=1N(C(=C(C(C1C(=O)NC1=CC=CC=C1)=O)C)C)CCC1=CC=CC=C1 (1,4-Dihydro-2,5,6-trimethyl-4-oxo-N-phenyl-1-(2-phenylethyl) -3-pyridinecarboxamide). Isolated yield 82.7%. As a reaction SMILES: [CH3:1][C:2]1O[C:4]([CH3:19])=[C:5]([CH3:18])[C:6](=[O:17])[C:7]=1[C:8]([NH:10][C:11]1[CH:16]=[CH:15][CH:14]=[CH:13][CH:12]=1)=[O:9].[CH:20]1[CH:25]=[CH:24][C:23]([CH2:26][CH2:27][NH2:28])=[CH:22][CH:21]=1.C1(C)C=CC=CC=1.[OH-].[Na+]>CO.CCOCC.O>[CH3:1][C:2]1[N:28]([CH2:27][CH2:26][C:23]2[CH:24]=[CH:25][CH:20]=[CH:21][CH:22]=2)[C:4]([CH3:19])=[C:5]([CH3:18])[C:6](=[O:17])[C:7]=1[C:8]([NH:10][C:11]1[CH:16]=[CH:15][CH:14]=[CH:13][CH:12]=1)=[O:9] |f:3.4|. Procedure: To a mixture of 1 g (3.89 mmol) of 2,5,6-trimethyl -4-oxo-N-phenyl-4H-pyran-3-carboxamide, 0.71 g (5.83 mmol) of β-phenethylamine and 5 ml of toluene, 0.4 ml of 1N solution of sodium hydroxide in methanol were added and stirred overnight at room temperature. After addition of about 10 ml of water and about 10 ml of ether, the mixture was shaken and allowed to stand. The crystals precipitated were separated by filtration and dried in vacuo to afford 1.16 g of the title compound having m.p. 191°-1... Starting materials: CS(=O)(=O)C1=CN=C(S1)N=C=O (5-Methylsulfonylthiazol-2-yl isocyanate), dimethyl acetal, BrCCNCC=O (2-β-bromoethylaminoacetaldehyde). The solvent is C1=CC=CC=C1 (benzene). Run at time 1 hour. Yields the product dimethyl acetal, BrCCN(C(=O)NC=1SC(=CN1)S(=O)(=O)C)CC=O (2-[1-β-bromoethyl-3-(5-methylsulfonylthiazol-2-yl)ureido]acetaldehyde). Reaction SMILES: [CH3:1][S:2]([C:5]1[S:9][C:8]([N:10]=[C:11]=[O:12])=[N:7][CH:6]=1)(=[O:4])=[O:3].[Br:13][CH2:14][CH2:15][NH:16][CH2:17][CH:18]=[O:19]>C1C=CC=CC=1>[Br:13][CH2:14][CH2:15][N:16]([CH2:17][CH:18]=[O:19])[C:11]([NH:10][C:8]1[S:9][C:5]([S:2]([CH3:1])(=[O:3])=[O:4])=[CH:6][N:7]=1)=[O:12]. Procedure: 5-Methylsulfonylthiazol-2-yl isocyanate dimer (0.1 mole), the dimethyl acetal of 2-β-bromoethylaminoacetaldehyde (0.2 mole) and benzene (100 ml) are charged into a glass reaction vessel equipped with a mechanical stirrer and thermometer. The reaction mixture is stirred at ambient temperatures for a period of about 1 hour. After this time the reaction mixture is filtered, and the filtrate is stripped of solvent to yield the desired product the dimethyl acetal of 2-[1-β-bromoethyl-3-(5-methylsulfo...